Dataset: the Open Reaction Database (ORD), a public repository of structured organic reaction records. Task: describe an organic reaction: reactants, conditions, products, and yield Reactants: CC(C)(C)C(=O)Oc2ccc1ccccc1c2 (substrate), O=C(Cc1ccccc1)c2ccccc2 (effective_coupling_partner). Reagents/catalysts: dcype. Run at temperature 150 celsius, time 24 hour. Product: O=C(c1ccccc1)C(c2ccccc2)c4ccc3ccccc3c4. Reactants: CCCCP(CCCC)CCCC, CC(C)(C)C(=O)c1cn(COCC[Si](C)(C)C)c2ncc(=O)[nH]c12, CC(C)OC(=O)N=NC(=O)OC(C)C, C1CCOC1, OC1CCCC1. Yields the product CC(C)(C)C(=O)c1cn(COCC[Si](C)(C)C)c2ncc(OC3CCCC3)nc12. As a reaction SMILES: [CH2:31]([P:32]([CH2:33][CH2:34][CH2:35][CH3:36])[CH2:37][CH2:38][CH2:39][CH3:40])[CH2:41][CH2:42][CH3:43].[CH3:1][C:2]([C:3](=[O:4])[c:5]1[cH:6][n:7]([CH2:15][O:16][CH2:17][CH2:18][Si:19]([CH3:20])([CH3:21])[CH3:22])[c:8]2[n:9][cH:10][c:11](=[O:14])[nH:12][c:13]12)([CH3:23])[CH3:24].[O:44]=[C:45]([O:46][CH:47]([CH3:48])[CH3:49])[N:50]=[N:51][C:52]([O:53][CH:54]([CH3:55])[CH3:56])=[O:57].[O:58]1[CH2:59][CH2:60][CH2:61][CH2:62]1.[OH:25][CH:26]1[CH2:27][CH2:28][CH2:29][CH2:30]1>>[CH3:1][C:2]([C:3](=[O:4])[c:5]1[cH:6][n:7]([CH2:15][O:16][CH2:17][CH2:18][Si:19]([CH3:20])([CH3:21])[CH3:22])[c:8]2[n:9][cH:10][c:11]([O:14][CH:26]3[CH2:27][CH2:28][CH2:29][CH2:30]3)[n:12][c:13]12)([CH3:23])[CH3:24]. The reactants are O (Water), C(CC#CC)O (3-pentyn-1-ol), [H-].[Na+] (sodium hydride), ClC=1C(=NSN1)C=1C=NC=CC1 (3-(4-chloro-1,2,5-thiadiazol-3-yl)pyridine). The solvent is O1CCCC1 (tetrahydrofuran), O1CCCC1 (tetrahydrofuran). Reaction conditions: time 1 hour. The product is C(CC#CC)OC=1C(=NSN1)C=1C=NC=CC1 (3-(4-(3-pentynyloxy)-1,2,5-thiadiazol-3-yl)pyridine). Reaction SMILES: [CH2:1]([OH:6])[CH2:2][C:3]#[C:4][CH3:5].[H-].[Na+].Cl[C:10]1[C:11]([C:15]2[CH:16]=[N:17][CH:18]=[CH:19][CH:20]=2)=[N:12][S:13][N:14]=1.O>O1CCCC1>[CH2:1]([O:6][C:10]1[C:11]([C:15]2[CH:16]=[N:17][CH:18]=[CH:19][CH:20]=2)=[N:12][S:13][N:14]=1)[CH2:2][C:3]#[C:4][CH3:5] |f:1.2|. Reported procedure: To a solution of 3-pentyn-1-ol (750 mg, 9 mmol) and sodium hydride (310 mg, 9 mmol) in dry tetrahydrofuran was added a solution of 3-(4-chloro-1,2,5-thiadiazol-3-yl)pyridine (590 mg, 3 mmol) in dry tetrahydrofuran. The reaction mixture was stirred at room temperature for 1 h. Water was added and the mixture was extracted with ether. The ether phase was dried and evaporated to give the title compound. Starting materials: ClCC(COC1=CC=C2CCC(NC2=C1)=O)O (7-(3-chloro-2-hydroxypropoxy)-3,4-dihydrocarbostyril), C1(=CC=CC=C1)N1CCNCC1 (4-phenylpiperazine), CN(C=O)C (dimethylformamide). Solvent: C(Cl)(Cl)Cl (chloroform). Product: OC(COC1=CC=C2CCC(NC2=C1)=O)CN1CCN(CC1)C1=CC=CC=C1 (7-[2-hydroxy-3-(4-phenylpiperazinyl)propoxy]-3,4-dihydrocarbostyril). RXN SMILES: Cl[CH2:2][CH:3]([OH:17])[CH2:4][O:5][C:6]1[CH:15]=[C:14]2[C:9]([CH2:10][CH2:11][C:12](=[O:16])[NH:13]2)=[CH:8][CH:7]=1.[C:18]1([N:24]2[CH2:29][CH2:28][NH:27][CH2:26][CH2:25]2)[CH:23]=[CH:22][CH:21]=[CH:20][CH:19]=1.CN(C)C=O>C(Cl)(Cl)Cl>[OH:17][CH:3]([CH2:2][N:27]1[CH2:28][CH2:29][N:24]([C:18]2[CH:23]=[CH:22][CH:21]=[CH:20][CH:19]=2)[CH2:25][CH2:26]1)[CH2:4][O:5][C:6]1[CH:15]=[C:14]2[C:9]([CH2:10][CH2:11][C:12](=[O:16])[NH:13]2)=[CH:8][CH:7]=1. Reported procedure: 5.1 Grams of 7-(3-chloro-2-hydroxypropoxy)-3,4-dihydrocarbostyril and 8 g of 4-phenylpiperazine are mixed with 50 ml of dimethylformamide and reacted at 50°-60° C. for 5 hours under stirring conditions. The reaction mixture is concentrated under a reduced pressure to dryness and the residue thus obtained is dissolved in 80 ml of chloroform, then the chloroform layer is washed 3 times with 5% of sodium hydrogencarbonate aqueous solution and washed 3 times with water and dried with anhydrous sodiu... Reactants: C(C1=CC=CC=C1)OC=1C(=NC=NC1)OCC(=O)OC (5-benzyloxy-4-(methoxycarbonyl)methoxypyrimidine). Reagents/catalysts: [Pd] (palladium/carbon). Solvent: C(C)(=O)OCC (ethyl acetate). Run at time 3 hour. Yields the product OC=1C(=NC=NC1)OCC(=O)OC (5-hydroxy-4-(methoxycarbonyl)methoxypyrimidine). Yield: 95.0%. As a reaction SMILES: C([O:8][C:9]1[C:10]([O:15][CH2:16][C:17]([O:19][CH3:20])=[O:18])=[N:11][CH:12]=[N:13][CH:14]=1)C1C=CC=CC=1>[Pd].C(OCC)(=O)C>[OH:8][C:9]1[C:10]([O:15][CH2:16][C:17]([O:19][CH3:20])=[O:18])=[N:11][CH:12]=[N:13][CH:14]=1. Reported procedure: A mixture of 0.9 g of 5-benzyloxy-4-(methoxycarbonyl)methoxypyrimidine, 10% palladium/carbon and ethyl acetate was stirred for 3 hours at room temperature under hydrogen atmosphere. The reaction system was purged with nitrogen, then, the reaction solution was filtrated through Celite, and the filtrate was concentrated to obtain 0.574 g of 5-hydroxy-4-(methoxycarbonyl)methoxypyrimidine. The reactants are CS(=O)(=O)O, CC(=O)CC(C)C, OC1(c2ccc(Cl)cc2)CCNCC1, O=c1[nH]c2cc(Cl)ccc2n1CCCO, [Na+], [Na+], O=C([O-])[O-]. The product is O=c1[nH]c2cc(Cl)ccc2n1CCCN1CCC(O)(c2ccc(Cl)cc2)CC1. Reaction SMILES: [CH3:1][S:2]([OH:3])(=[O:4])=[O:5].[CH3:41][CH:42]([CH3:43])[CH2:44][C:45](=[O:46])[CH3:47].[Cl:21][c:22]1[cH:23][cH:24][c:25]([C:28]2([OH:34])[CH2:29][CH2:30][NH:31][CH2:32][CH2:33]2)[cH:26][cH:27]1.[Cl:6][c:7]1[cH:8][c:9]2[c:10]([n:11]([CH2:15][CH2:16][CH2:17][OH:18])[c:12](=[O:14])[nH:13]2)[cH:19][cH:20]1.[Na+:35].[Na+:36].[O-:37][C:38](=[O:39])[O-:40]>>[Cl:6][c:7]1[cH:8][c:9]2[c:10]([n:11]([CH2:15][CH2:16][CH2:17][N:31]3[CH2:30][CH2:29][C:28]([c:25]4[cH:24][cH:23][c:22]([Cl:21])[cH:27][cH:26]4)([OH:34])[CH2:33][CH2:32]3)[c:12](=[O:14])[nH:13]2)[cH:19][cH:20]1. Starting materials: C(C1=CC=C(C=C1)OC)=O (p-anisaldehyde), C(C)(=O)[O-].[NH4+] (ammonium acetate), C(#N)CC(=O)O (cyanoacetic acid), N1C(C=CC=C1)=O (pyridone). Solvent: C1(=CC=CC=C1)C (toluene), O (water). Yields the product C(#N)C(C(=O)O)=CC1=CC=C(C=C1)OC (α-Cyano-4-methoxycinnamic acid). Reaction SMILES: [CH:1](=O)[C:2]1[CH:7]=[CH:6][C:5]([O:8][CH3:9])=[CH:4][CH:3]=1.C([O-])(=O)C.[NH4+].[C:16]([CH2:18][C:19]([OH:21])=[O:20])#[N:17].N1C=CC=CC1=O>C1(C)C=CC=CC=1.O>[C:16]([C:18](=[CH:1][C:2]1[CH:7]=[CH:6][C:5]([O:8][CH3:9])=[CH:4][CH:3]=1)[C:19]([OH:21])=[O:20])#[N:17] |f:1.2|. Procedure details: A stirred mixture of p-anisaldehyde (60.7 ml), ammonium acetate (7.5 g), cyanoacetic acid (42.5 g), pyridone (70 ml) in toluene (390 ml) is refluxed using a Dean Stark trap until about 9 ml of water is collected. The reaction mixture is cooled and the solid precipitate filtered and stirred with 10% aqueous HCL. The solid is filtered and recrystallized from methanol yielding the desired product.